This data is from the Open Reaction Database (ORD), a public repository of structured organic reaction records. The task is: describe an organic reaction: reactants, conditions, products, and yield Starting materials: CO (Methanol), COC(=O)[C@H]1N(CC[C@@H]1O)C(=O)NC1=C(C(=C(C=C1)C#N)Cl)C (Methyl-(2S,3S)-1-{[(3-Chloro-4-cyano-2-methylphenyl)amino]-carbonyl}-3-hydroxypyrrolidine-2-carboxylate), N1C=NC=C1 (imidazole), [Si](C)(C)(C(C)(C)C)Cl (tert-butyldimethylsilyl chloride). Run in CN(C)C=O (DMF). Run at temperature 0 celsius, time 5 minute. The product is COC(=O)[C@H]1N(CC[C@@H]1O[Si](C)(C)C(C)(C)C)C(=O)NC1=C(C(=C(C=C1)C#N)Cl)C (Methyl-(2S,3S)-1-{[(3-chloro-4-cyano-2-methylphenyl)amino]-carbonyl}-3-(tert-butyl-dimethylsilanyloxy)-pyrrolidine-2-carboxylate). Isolated yield 107.3%. As a reaction SMILES: [CH3:1][O:2][C:3]([C@@H:5]1[C@@H:9]([OH:10])[CH2:8][CH2:7][N:6]1[C:11]([NH:13][C:14]1[CH:19]=[CH:18][C:17]([C:20]#[N:21])=[C:16]([Cl:22])[C:15]=1[CH3:23])=[O:12])=[O:4].N1C=CN=C1.[Si:29](Cl)([C:32]([CH3:35])([CH3:34])[CH3:33])([CH3:31])[CH3:30].CO>CN(C=O)C>[CH3:1][O:2][C:3]([C@@H:5]1[C@@H:9]([O:10][Si:29]([C:32]([CH3:35])([CH3:34])[CH3:33])([CH3:31])[CH3:30])[CH2:8][CH2:7][N:6]1[C:11]([NH:13][C:14]1[CH:19]=[CH:18][C:17]([C:20]#[N:21])=[C:16]([Cl:22])[C:15]=1[CH3:23])=[O:12])=[O:4]. Reported procedure: A cooled (0° C.) solution of compound 55A (510.1 mg, 1.51 mmol) and imidazole (516 mg, 7.58 mmol) in dry DMF (2.6 mL) was treated with 97% tert-butyldimethylsilyl chloride (572 mg, 3.68 mmol), stirred at 0° C. for 5 min then at rt for 24 h. Methanol (3.5 mL) was added and the solution stirred at rt for another 24 h. The mixture was partitioned between 10% citric acid (5.3 mL) and EtOAc (3×50 mL). The combined organic phases were washed with brine, dried (Na2SO4), filtered and concentrated under ... Starting materials: C(C)(=O)C=1C(=NC2=CC(=C(C=C2C1C1=CC(=C(C=C1)OC)OC)OC)OC)C (3-acetyl-4-(3,4-dimethoxyphenyl)-6,7-dimethoxy-2-methylquinoline), BrN1C(CCC1=O)=O (N-bromosuccinimide), N(=NC(C#N)(C)C)C(C#N)(C)C (2,2'-azobis(isobutyronitrile)). The solvent is C(Cl)(Cl)(Cl)Cl (carbon tetrachloride). The product is C(C)(=O)C=1C(=NC2=CC(=C(C=C2C1C1=CC(=C(C=C1)OC)OC)OC)OC)CBr (3-acetyl-2-bromomethyl-4-(3,4-dimethoxyphenyl)-6,7-dimethoxyquinoline). The yield is 67.0%. As a reaction SMILES: [C:1]([C:4]1[C:5]([CH3:28])=[N:6][C:7]2[C:12]([C:13]=1[C:14]1[CH:19]=[CH:18][C:17]([O:20][CH3:21])=[C:16]([O:22][CH3:23])[CH:15]=1)=[CH:11][C:10]([O:24][CH3:25])=[C:9]([O:26][CH3:27])[CH:8]=2)(=[O:3])[CH3:2].[Br:29]N1C(=O)CCC1=O.N(C(C)(C)C#N)=NC(C)(C)C#N>C(Cl)(Cl)(Cl)Cl>[C:1]([C:4]1[C:5]([CH2:28][Br:29])=[N:6][C:7]2[C:12]([C:13]=1[C:14]1[CH:19]=[CH:18][C:17]([O:20][CH3:21])=[C:16]([O:22][CH3:23])[CH:15]=1)=[CH:11][C:10]([O:24][CH3:25])=[C:9]([O:26][CH3:27])[CH:8]=2)(=[O:3])[CH3:2]. Procedure: A mixture of 3-acetyl-4-(3,4-dimethoxyphenyl)-6,7-dimethoxy-2-methylquinoline (8.5 g), N-bromosuccinimide (5. mg) , 2,2'-azobis(isobutyronitrile) (1.46 g) and carbon tetrachloride (500 ml) was stirred under reflux for 40 minutes. The reaction mixture was cooled, and then the insoluble material was filtered off. The filtrate was washed with water and dried over magnesium sulfate, and the solvent was evaporated under reduced pressure. The residue was subjected to column chromatography on silica ge... Starting materials: C=C(Br)CBr, Cc1ccccc1, [K], O=C1CCCN1, O. Yields the product C=C(Br)CN1CCCC1=O. As a reaction SMILES: [Br:8][C:9](=[CH2:10])[CH2:11][Br:12].[CH3:13][c:14]1[cH:15][cH:16][cH:17][cH:18][cH:19]1.[K:1].[NH:2]1[C:3](=[O:7])[CH2:4][CH2:5][CH2:6]1.[OH2:20]>>[N:2]1([CH2:11][C:9]([Br:8])=[CH2:10])[C:3](=[O:7])[CH2:4][CH2:5][CH2:6]1. RXN SMILES: [CH3:13][C:14](=[O:15])[OH:16].[CH3:17][NH2:18].[CH3:1][N:2]1[C:3](=[O:12])[N:4]([NH2:11])[CH:5]([S:9][CH3:10])[NH:6][C:7]1=[O:8].[CH:19]([OH:20])([CH3:21])[CH3:22]>>[CH3:1][N:2]1[C:3](=[O:12])[N:4]([NH2:11])[CH:5]([NH:18][CH3:17])[NH:6][C:7]1=[O:8]. The reactants are CC(=O)O, CN, CSC1NC(=O)N(C)C(=O)N1N, CC(C)O. Yields the product CNC1NC(=O)N(C)C(=O)N1N. The reactants are [N+](=O)([O-])C1=C(C=CC=C1)NC(CCl)=O (N-(2-Nitrophenyl)-2-chloroacetamide), C(CCC)NC (N-n-butylmethylamine). Solvent: C1=CC=CC=C1 (benzene). Product: [N+](=O)([O-])C1=C(C=CC=C1)NC(CN(C)CCCC)=O (N-(2-nitrophenyl)-2-(N-n-butyl-N-methylamino)acetamide). Reaction SMILES: [N+:1]([C:4]1[CH:9]=[CH:8][CH:7]=[CH:6][C:5]=1[NH:10][C:11](=[O:14])[CH2:12]Cl)([O-:3])=[O:2].[CH2:15]([NH:19][CH3:20])[CH2:16][CH2:17][CH3:18]>C1C=CC=CC=1>[N+:1]([C:4]1[CH:9]=[CH:8][CH:7]=[CH:6][C:5]=1[NH:10][C:11](=[O:14])[CH2:12][N:19]([CH2:15][CH2:16][CH2:17][CH3:18])[CH3:20])([O-:3])=[O:2]. Procedure: N-(2-Nitrophenyl)-2-chloroacetamide (32.2 g) was dissolved in benzene (350 ml) and N-n-butylmethylamine (26.1 g) added. The mixture was boiled under reflux for 22 hours, the benzene evaporated off, and water (300 ml) added. The mixture was extracted with diethyl ether (3 × 200 ml), the extract dried with magnesium sulphate, filtered, and the ether evaporated off to give N-(2-nitrophenyl)-2-(N-n-butyl-N-methylamino)acetamide as a yellow oil which was used in the next stage without purification. Reactants: BrC1=C(C=C(N)C=C1)F (4-bromo-3-fluoroaniline), C(CCC)OC=1C=C(C=CC1)B(O)O (3-butoxyphenylboronic acid). The product is C(CCC)OC=1C=C(C=CC1)C1=C(C=C(C=C1)N)F (3′-butoxy-2-fluorobiphenyl-4-amine). The yield is 88.5%. As a reaction SMILES: Br[C:2]1[CH:8]=[CH:7][C:5]([NH2:6])=[CH:4][C:3]=1[F:9].[CH2:10]([O:14][C:15]1[CH:16]=[C:17](B(O)O)[CH:18]=[CH:19][CH:20]=1)[CH2:11][CH2:12][CH3:13]>>[CH2:10]([O:14][C:15]1[CH:20]=[C:19]([C:2]2[CH:8]=[CH:7][C:5]([NH2:6])=[CH:4][C:3]=2[F:9])[CH:18]=[CH:17][CH:16]=1)[CH2:11][CH2:12][CH3:13]. Procedure: The title compound (241 mg) was prepared from 4-bromo-3-fluoroaniline (200 mg, 1.05 mmol) and 3-butoxyphenylboronic acid (265 mg, 1.4 mmol) as a colourless liquid.